Dataset: the Open Reaction Database (ORD), a public repository of structured organic reaction records. Task: describe an organic reaction: reactants, conditions, products, and yield Reactants: C(OCC)(OCC)=O (diethyl carbonate), COC=1C=C(C=C(C1OCCC)SC)CC#N (3-methoxy-5-methylthio-4-propoxyphenyl acetonitrile). The solvent is C1(=CC=CC=C1)C (toluene). Yields the product COC=1C=C(C=C(C1OCCC)SC)C(C(=O)OCC)C#N (ethyl 3-methoxy-5-methylthio-4-propoxy-α-cyanobenzeneacetate). Isolated yield 92.0%. RXN SMILES: [C:1](=[O:8])([O:5][CH2:6][CH3:7])OCC.[CH3:9][O:10][C:11]1[CH:12]=[C:13]([CH2:23][C:24]#[N:25])[CH:14]=[C:15]([S:21][CH3:22])[C:16]=1[O:17][CH2:18][CH2:19][CH3:20]>C1(C)C=CC=CC=1>[CH3:9][O:10][C:11]1[CH:12]=[C:13]([CH:23]([C:24]#[N:25])[C:1]([O:5][CH2:6][CH3:7])=[O:8])[CH:14]=[C:15]([S:21][CH3:22])[C:16]=1[O:17][CH2:18][CH2:19][CH3:20]. Procedure details: 1.4 g of sodium was dissolved in absolute EtoH with warming to 70° C., then EtOH was removed under vacuum to give a white solid residue of NaOEt. A mixture of 35 ml of diethyl carbonate, 43 ml of toluene, 13.46 g of 3-methoxy-5-methylthio-4-propoxyphenyl acetonitrile was added slowly. The mixture was refluxed for 3 hours. EtOH was removed under vacuum. The solid was filtered and washed with toluene (3×) and ether (3×). The solid was suspended in 200 ml of H2O and acidified with 6N HCl. The solid... Starting materials: ClC=1C=CC2=C(C(OC(C(N2C(C)C)=O)C(C(=O)O)O)C2=C(C=CC=C2)Cl)C1 ((3RS,5RS,αRS)-7-chloro-5-(2-chlorophenyl)-1-isopropyl-2-oxo-1,2,3,5-tetrahydro-4,1-benzoxazepine-3-glycolic acid), O.C1(=CC=C(C=C1)S(=O)(=O)O)C (p-toluenesulfonic acid monohydrate). Run in C(C)O (ethanol). Yields the product C(C)OC(C(O)C1C(N(C2=C(C(O1)C1=C(C=CC=C1)Cl)C=C(C=C2)Cl)C(C)C)=O)=O ((3RS,5SR,αRS)-7-chloro-5-(2-chlorophenyl)-1-isopropyl-2-oxo-1,2,3,5-tetrahydro-4,1-benzoxazepine-3-glycolic acid ethyl ester). Isolated yield 665.8%. As a reaction SMILES: [Cl:1][C:2]1[CH:3]=[CH:4][C:5]2[N:11]([CH:12]([CH3:14])[CH3:13])[C:10](=[O:15])[CH:9]([CH:16]([OH:20])[C:17]([OH:19])=[O:18])[O:8][CH:7]([C:21]3[CH:26]=[CH:25][CH:24]=[CH:23][C:22]=3[Cl:27])[C:6]=2[CH:28]=1.O.[C:30]1(C)C=CC(S(O)(=O)=O)=C[CH:31]=1>C(O)C>[CH2:30]([O:18][C:17](=[O:19])[CH:16]([CH:9]1[O:8][CH:7]([C:21]2[CH:26]=[CH:25][CH:24]=[CH:23][C:22]=2[Cl:27])[C:6]2[CH:28]=[C:2]([Cl:1])[CH:3]=[CH:4][C:5]=2[N:11]([CH:12]([CH3:14])[CH3:13])[C:10]1=[O:15])[OH:20])[CH3:31] |f:1.2|. Procedure details: A mixture of (3RS,5SR,αRS)-7-chloro-5-(2-chlorophenyl)-1-isopropyl-2-oxo-1,2,3,5-tetrahydro-4,1-benzoxazepine-3-glycolic acid (0.15 g) obtained in Example 7, p-toluenesulfonic acid monohydrate (6 mg) and ethanol (20 ml) was heated for 10 hours under reflux. Ethanol was distilled off under reduced pressure. To the residue were added water (50 ml) and ethyl acetate (50 ml). The organic layer was washed with an aqueous solution of sodium hydrogencarbonate, dried over anhydrous magnesium sulfate, fo... The reactants are [Al+3], CC(=O)Cc1c(C)ccc2ccccc12, CCOCC, [H-], [H-], [H-], [H-], [Li+]. Product: Cc1ccc2ccccc2c1CC(C)O. RXN SMILES: [Al+3:17].[CH3:1][c:2]1[c:3]([CH2:12][C:13]([CH3:14])=[O:15])[c:4]2[cH:5][cH:6][cH:7][cH:8][c:9]2[cH:10][cH:11]1.[CH3:22][CH2:23][O:24][CH2:25][CH3:26].[H-:16].[H-:19].[H-:20].[H-:21].[Li+:18]>>[CH3:1][c:2]1[c:3]([CH2:12][CH:13]([CH3:14])[OH:15])[c:4]2[cH:5][cH:6][cH:7][cH:8][c:9]2[cH:10][cH:11]1. The product is CC(=O)N1c2ccccc2-c2c(N)cnn2C1C. Reaction SMILES: [C:24].[CH3:21][CH2:22][OH:23].[N+:1]([O-:2])(=[O:3])[c:4]1[cH:5][n:6][n:7]2[c:16]1-[c:15]1[c:10]([cH:11][cH:12][cH:13][cH:14]1)[N:9]([C:17]([CH3:18])=[O:19])[CH:8]2[CH3:20].[Pd:25]>>[NH2:1][c:4]1[cH:5][n:6][n:7]2[c:16]1-[c:15]1[c:10]([cH:11][cH:12][cH:13][cH:14]1)[N:9]([C:17]([CH3:18])=[O:19])[CH:8]2[CH3:20]. The reactants are C, CCO, CC(=O)N1c2ccccc2-c2c([N+](=O)[O-])cnn2C1C, [Pd]. The reactants are Cl (hydrochloric acid), NC=1SC=C(N1)/C(/C(=O)N[C@H]1[C@H]2SCC(=C(N2C1=O)C(=O)O)CSC1=CC(=NC=2N1N=C(N2)CO)C)=N/OCCI ((6R, 7R)-7-[(Z)-2-(2-amino-4-thiazolyl)-2-[(2-iodoethoxy)imino]acetamido]-3-[[[2-(hydroxymethyl)-5-methyl-s-triazolo[1,5-a]pyrimidin-7-yl]thio]methyl]-8-oxo-5-thia-1-azabicyclo[4.2.0]oct-2-ene-2-carboxylic acid), [Li+].C1(=CC=CC=C1)C1(OC2=C(O1)C=CC(=C2)S(=O)[O-])C2=CC=CC=C2 (2,2-diphenyl-1,3-benzodioxol-5-sulphinic acid lithium salt), C(O)([O-])=O.[Na+] (sodium hydrogen carbonate). The solvent is CN(C=O)C (N,N-dimethylformamide), O (water). Run at temperature 20 celsius, time 24 hour. Yields the product NC=1SC=C(N1)/C(/C(=O)N[C@H]1[C@H]2SCC(=C(N2C1=O)C(=O)O)CSC1=CC(=NC=2N1N=C(N2)CO)C)=N/OCCS(=O)(=O)C2=CC(=C(C=C2)O)O ((6R,7R)-7-[(Z)-2-(2-amino-4-thiazolyl)-2-[[2-[(3,4-dihydroxyphenyl)-sulphonyl]ethoxy]imino]acetamido]-3-[[[2-(hydroxymethyl)-5-methyl-s-triazolo[1,5-a]pyrimidin-7-yl]thio]methyl]-8-oxo-5-thia-1-azabicyclo[4.2.0]oct-2-ene-2-carboxylic acid). RXN SMILES: [NH2:1][C:2]1[S:3][CH:4]=[C:5](/[C:7](=[N:37]/[O:38][CH2:39][CH2:40]I)/[C:8]([NH:10][C@@H:11]2[C:18](=[O:19])[N:17]3[C@@H:12]2[S:13][CH2:14][C:15]([CH2:23][S:24][C:25]2[N:30]4[N:31]=[C:32]([CH2:34][OH:35])[N:33]=[C:29]4[N:28]=[C:27]([CH3:36])[CH:26]=2)=[C:16]3[C:20]([OH:22])=[O:21])=[O:9])[N:6]=1.[Li+].C1(C2(C3C=CC=CC=3)[O:53][C:52]3[CH:54]=[CH:55][C:56]([S:58]([O-:60])=[O:59])=[CH:57][C:51]=3[O:50]2)C=CC=CC=1.C(=O)([O-])O.[Na+].Cl>CN(C)C=O.O>[NH2:1][C:2]1[S:3][CH:4]=[C:5](/[C:7](=[N:37]/[O:38][CH2:39][CH2:40][S:58]([C:56]2[CH:55]=[CH:54][C:52]([OH:53])=[C:51]([OH:50])[CH:57]=2)(=[O:60])=[O:59])/[C:8]([NH:10][C@@H:11]2[C:18](=[O:19])[N:17]3[C@@H:12]2[S:13][CH2:14][C:15]([CH2:23][S:24][C:25]2[N:30]4[N:31]=[C:32]([CH2:34][OH:35])[N:33]=[C:29]4[N:28]=[C:27]([CH3:36])[CH:26]=2)=[C:16]3[C:20]([OH:22])=[O:21])=[O:9])[N:6]=1 |f:1.2,3.4|. Procedure details: A mixture of 146 mg of (6R, 7R)-7-[(Z)-2-(2-amino-4-thiazolyl)-2-[(2-iodoethoxy)imino]acetamido]-3-[[[2-(hydroxymethyl)-5-methyl-s-triazolo[1,5-a]pyrimidin-7-yl]thio]methyl]-8-oxo-5-thia-1-azabicyclo[4.2.0]oct-2-ene-2-carboxylic acid, 75 mg of 2,2-diphenyl-1,3-benzodioxol-5-sulphinic acid lithium salt and 24 mg of sodium hydrogen carbonate in 0.5 ml of N,N-dimethylformamide was stirred at 20° C. for 24 hours. The reaction mixture was treated with 5 ml of water and the pH of the mixture was lower... The reactants are COCc1cc(-c2c(S(C)(=O)=O)ccc(C(=O)OC)c2Cl)no1, [Na+], [OH-], O. Yields the product COCc1cc(-c2c(S(C)(=O)=O)ccc(C(=O)O)c2Cl)no1. RXN SMILES: [Cl:1][c:2]1[c:3]([C:4](=[O:5])[O:6][CH3:7])[cH:8][cH:9][c:10]([S:20](=[O:21])(=[O:22])[CH3:23])[c:11]1-[c:12]1[n:13][o:14][c:15]([CH2:17][O:18][CH3:19])[cH:16]1.[Na+:25].[OH-:24].[OH2:26]>>[Cl:1][c:2]1[c:3]([C:4](=[O:5])[OH:6])[cH:8][cH:9][c:10]([S:20](=[O:21])(=[O:22])[CH3:23])[c:11]1-[c:12]1[n:13][o:14][c:15]([CH2:17][O:18][CH3:19])[cH:16]1.